From a dataset of the Open Reaction Database (ORD), a public repository of structured organic reaction records. describe an organic reaction: reactants, conditions, products, and yield The reactants are O=C([O-])[O-], COC(=O)c1sc(Br)cc1N(C(=O)C1CCC(C)CC1)C1CCC(O)CC1, [Na+], [Na+], OB(O)C1=CCC2(CC1)OCCO2, CN(C)C=O. Product: COC(=O)c1sc(C2=CCC3(CC2)OCCO3)cc1N(C(=O)C1CCC(C)CC1)C1CCC(O)CC1. RXN SMILES: [C:41](=[O:42])([O-:43])[O-:44].[CH3:1][O:2][C:3](=[O:4])[c:5]1[s:6][c:7]([Br:27])[cH:8][c:9]1[N:10]([C:11](=[O:12])[CH:13]1[CH2:14][CH2:15][CH:16]([CH3:19])[CH2:17][CH2:18]1)[CH:20]1[CH2:21][CH2:22][CH:23]([OH:26])[CH2:24][CH2:25]1.[Na+:45].[Na+:46].[O:28]1[CH2:29][CH2:30][O:31][C:32]12[CH2:33][CH:34]=[C:35]([B:38]([OH:39])[OH:40])[CH2:36][CH2:37]2.[O:47]=[CH:48][N:49]([CH3:50])[CH3:51]>>[CH3:1][O:2][C:3](=[O:4])[c:5]1[s:6][c:7]([C:35]2=[CH:34][CH2:33][C:32]3([O:28][CH2:29][CH2:30][O:31]3)[CH2:37][CH2:36]2)[cH:8][c:9]1[N:10]([C:11](=[O:12])[CH:13]1[CH2:14][CH2:15][CH:16]([CH3:19])[CH2:17][CH2:18]1)[CH:20]1[CH2:21][CH2:22][CH:23]([OH:26])[CH2:24][CH2:25]1. Reactants: ClC=1C=C(C=CC1)C(C)NC(C1=CC(=CC=C1)[N+](=O)[O-])C1=CC=C(C=C1)OC (N-[1-(3-chlorophenyl)ethyl]-N-[(4-methoxyphenyl)-(3-nitrophenyl)methyl]amine), [BH4-].[Na+] (sodium borohydride). Reagents/catalysts: O.O.O.O.O.O.[Ni](Cl)Cl (nickel chloride hexahydrate). The product is ClC=1C=C(C=CC1)C(C)NC(C=1C=C(C=CC1)N)C1=CC=C(C=C1)OC (3-{[1-(3-Chlorophenyl)ethylamino]-(4-methoxyphenyl)methyl}phenylamine). Isolated yield 89.5%. As a reaction SMILES: [Cl:1][C:2]1[CH:3]=[C:4]([CH:8]([NH:10][CH:11]([C:21]2[CH:26]=[CH:25][C:24]([O:27][CH3:28])=[CH:23][CH:22]=2)[C:12]2[CH:17]=[CH:16][CH:15]=[C:14]([N+:18]([O-])=O)[CH:13]=2)[CH3:9])[CH:5]=[CH:6][CH:7]=1.[BH4-].[Na+]>O.O.O.O.O.O.[Ni](Cl)Cl>[Cl:1][C:2]1[CH:3]=[C:4]([CH:8]([NH:10][CH:11]([C:21]2[CH:22]=[CH:23][C:24]([O:27][CH3:28])=[CH:25][CH:26]=2)[C:12]2[CH:13]=[C:14]([NH2:18])[CH:15]=[CH:16][CH:17]=2)[CH3:9])[CH:5]=[CH:6][CH:7]=1 |f:1.2,3.4.5.6.7.8.9|. Procedure: Following a similar procedure to that described in Example (1b), 2.60 g of N-[1-(3-chlorophenyl)ethyl]-N-[(4-methoxyphenyl)-(3-nitrophenyl)methyl]amine [prepared as described in step (a) above], 3.11 g of nickel chloride hexahydrate and 1.04 g of sodium borohydride were reacted, to obtain 2.15 g of the title compound as a yellow oil. Starting materials: C[O-].[Na+] (Sodium methoxide), C(C)(=O)NCC1CN(C(O1)=O)C1=CC(=C(C=C1)C=1SC(C(NN1)=O)C1=CC=C(C=C1)OS(=O)(=O)C)F (methanesulfonic acid 4-(2-{4-[5-(acetylaminomethyl)-2-oxo-oxazolidin-3-yl]-2-fluorophenyl}-5-oxo-5,6-dihydro-4H-[1,3,4]thiadiazin-6-yl)-phenyl ester), C(C)(=O)O (acetic acid). The solvent is CO (methanol), CO (methanol). Reaction conditions: time 8 hour. Yields the product FC=1C=C(C=CC1C=1SC(C(NN1)=O)C1=CC=C(C=C1)O)N1C(O[C@H](C1)CNC(C)=O)=O (N-(3-{3-Fluoro-4-(6-(4-hydroxyphenyl)-5-oxo-5,6-dihydro-4H-[1,3,4]thiadiazin-2-yl]-phenyl}-2-oxo-oxazolidin-5(S)-ylmethyl)-acetamide). The yield is 91.3%. RXN SMILES: C[O-].[Na+].[C:4]([NH:7][CH2:8][CH:9]1[O:13][C:12](=[O:14])[N:11]([C:15]2[CH:20]=[CH:19][C:18]([C:21]3[S:22][CH:23]([C:28]4[CH:33]=[CH:32][C:31]([O:34]S(C)(=O)=O)=[CH:30][CH:29]=4)[C:24](=[O:27])[NH:25][N:26]=3)=[C:17]([F:39])[CH:16]=2)[CH2:10]1)(=[O:6])[CH3:5].C(O)(=O)C>CO>[F:39][C:17]1[CH:16]=[C:15]([N:11]2[CH2:10][C@H:9]([CH2:8][NH:7][C:4](=[O:6])[CH3:5])[O:13][C:12]2=[O:14])[CH:20]=[CH:19][C:18]=1[C:21]1[S:22][CH:23]([C:28]2[CH:29]=[CH:30][C:31]([OH:34])=[CH:32][CH:33]=2)[C:24](=[O:27])[NH:25][N:26]=1 |f:0.1|. Reported procedure: 25% Sodium methoxide solution in methanol (0.027 ml, 0.117 mmol) is added to methanesulfonic acid 4-(2-{4-[5-(acetylaminomethyl)-2-oxo-oxazolidin-3-yl]-2-fluorophenyl}-5-oxo-5,6-dihydro-4H-[1,3,4]thiadiazin-6-yl)-phenyl ester (0.050 g, 0.0932 mmol) in methanol (2 ml) and the mixture is stirred at room temperature overnight. The reaction mixture is neutralized with acetic acid (0.020 ml), evaporated to dryness and the residue is purified by PTLC (10% MeOH/DCM) to give product as a white solid (0.... The reactants are [Na] (sodium), C(#N)CC(=O)N (2-cyanoacetamide), C(C1=CC=CC=C1)(=O)C1=C(C=C(CN=[N+]=[N-])C=C1)C (4-benzoyl-3-methyl-benzyl azide), C(C1=CC=CC=C1)(=O)C1=C(CN=[N+]=[N-])C=C(C=C1)C (2-benzoyl-5-methylbenzyl azide). Run in C(C)O (ethanol), C(C)O (ethanol). Reaction conditions: time 5 minute. Yields the product NC1=C(N=NN1CC1=CC(=C(C=C1)C(C1=CC=CC=C1)=O)C)C(=O)N (5-amino-1-(4-benzoyl-3-methylbenzyl)-1,2,3-triazole4-carboxamide). Isolated yield 31.0%. RXN SMILES: [Na].[C:2]([CH2:4][C:5]([NH2:7])=[O:6])#[N:3].[C:8]([C:16]1[CH:25]=[CH:24][C:19]([CH2:20][N:21]=[N+:22]=[N-:23])=[CH:18][C:17]=1[CH3:26])(=[O:15])[C:9]1[CH:14]=[CH:13][CH:12]=[CH:11][CH:10]=1.C(C1C=CC(C)=CC=1CN=[N+]=[N-])(=O)C1C=CC=CC=1>C(O)C>[NH2:3][C:2]1[N:21]([CH2:20][C:19]2[CH:24]=[CH:25][C:16]([C:8](=[O:15])[C:9]3[CH:10]=[CH:11][CH:12]=[CH:13][CH:14]=3)=[C:17]([CH3:26])[CH:18]=2)[N:22]=[N:23][C:4]=1[C:5]([NH2:7])=[O:6] |^1:0|. Procedure details: A stirred solution of sodium (104 mg, 4.50 mmol) in absolute ethanol at 60° C. was treated with 2-cyanoacetamide (378 mg, 4.50 mmol), kept 5 min, and treated with a solution of 942 mg of a 4:1 mixture of 4-benzoyl-3-methyl-benzyl azide and 2-benzoyl-5-methylbenzyl azide in absolute ethanol (6 ml). The mixture was refluxed 1 hour, cooled to 0° , and filtered. The solid was washed twice with water, acidified with acetic acid, and dried. The ethanol filtrate was acidified with acetic acid and evapo... The reactants are ClC=1C(=NC(=C(C1)OC)OC)C#N (3-chloro-5,6-dimethoxypyridine-2-carbonitrile), [Cl-].[Li+] (lithium chloride), C[Sn](C)(C)C (tetramethyltin). The reagents and catalysts are C=1C=CC(=CC1)[P](C=2C=CC=CC2)(C=3C=CC=CC3)[Pd]([P](C=4C=CC=CC4)(C=5C=CC=CC5)C=6C=CC=CC6)([P](C=7C=CC=CC7)(C=8C=CC=CC8)C=9C=CC=CC9)[P](C=1C=CC=CC1)(C=1C=CC=CC1)C=1C=CC=CC1 (Pd(PPh3)4). Run in CN(C)C=O (DMF), [Cl-].[NH4+] (ammonium chloride). Conditions: temperature 100 celsius. Product: COC=1C=C(C(=NC1OC)C#N)C (5,6-dimethoxy-3-methylpyridine-2-carbonitrile). RXN SMILES: Cl[C:2]1[C:3]([C:12]#[N:13])=[N:4][C:5]([O:10][CH3:11])=[C:6]([O:8][CH3:9])[CH:7]=1.[Cl-].[Li+].[CH3:16][Sn](C)(C)C>CN(C=O)C.[Cl-].[NH4+].C1C=CC([P]([Pd]([P](C2C=CC=CC=2)(C2C=CC=CC=2)C2C=CC=CC=2)([P](C2C=CC=CC=2)(C2C=CC=CC=2)C2C=CC=CC=2)[P](C2C=CC=CC=2)(C2C=CC=CC=2)C2C=CC=CC=2)(C2C=CC=CC=2)C2C=CC=CC=2)=CC=1>[CH3:9][O:8][C:6]1[CH:7]=[C:2]([CH3:16])[C:3]([C:12]#[N:13])=[N:4][C:5]=1[O:10][CH3:11] |f:1.2,5.6,^1:31,33,52,71|. Procedure details: To a solution of 3-chloro-5,6-dimethoxypyridine-2-carbonitrile (1-6d, 1 g, 5.04 mmol) in DMF (20 mL) was added lithium chloride (2.1 g, 50.4 mmol), Pd(PPh3)4 (1.16 g, 1.0 mmol) and tetramethyltin (4.5 g, 25.2 mmol). The resulting mixture was heated at 100° C. overnight, cooled to rt, diluted with saturated ammonium chloride and extracted with EtOAc. The combined organic layers were dried and concentrated to give a yellow oil which was purified by column chromatography (SiO2, 80 g, 0-30% EtOAc in... Starting materials: C(CC)=O (propionaldehyde), C1(=CC=CC=C1)NN (phenylhydrazine). The solvent is C(Cl)(Cl)(Cl)Cl (carbon tetrachloride), C(Cl)(Cl)(Cl)Cl (carbon tetrachloride). Product: C1(=CC=CC=C1)NN=CCC (propionaldehyde phenylhydrazone). As a reaction SMILES: [CH:1](=O)[CH2:2][CH3:3].[C:5]1([NH:11][NH2:12])[CH:10]=[CH:9][CH:8]=[CH:7][CH:6]=1>C(Cl)(Cl)(Cl)Cl>[C:5]1([NH:11][N:12]=[CH:1][CH2:2][CH3:3])[CH:10]=[CH:9][CH:8]=[CH:7][CH:6]=1. Procedure details: Following the same procedure described in Example 1, Part A, but using 100 ml. carbon tetrachloride as the solvent for 5.8 g. (0.1 mole) propionaldehyde, adding a solution of 10.8 g. (0.1 mole) phenylhydrazine in 25 ml. carbon tetrachloride, and removing the water formed by the reaction as its carbon tetrachloride azeotrope (volume of about 50 ml.), there was obtained a carbon tetrachloride solution of propionaldehyde phenylhydrazone. Reactants: C(C)(=O)[O-].[Na+] (sodium acetate), NC=1C=C2CCCC2=CC1 (5-aminoindane), ice. Run in C(C)(=O)OC(C)=O (acetic anhydride). Conditions: temperature 100 celsius. The product is C1CCC2=CC(=CC=C12)NC(C)=O (N-(2,3-Dihydro-1H-inden-5-yl)acetamide). RXN SMILES: [C:1]([O-:4])(=O)[CH3:2].[Na+].[NH2:6][C:7]1[CH:8]=[C:9]2[C:13](=[CH:14][CH:15]=1)[CH2:12][CH2:11][CH2:10]2>C(OC(=O)C)(=O)C>[CH2:12]1[C:13]2[C:9](=[CH:8][C:7]([NH:6][C:1](=[O:4])[CH3:2])=[CH:15][CH:14]=2)[CH2:10][CH2:11]1 |f:0.1|. Procedure: A mixture of 70 ml of acetic anhydride and 15 g of sodium acetate is added dropwise, with stirring, to 50 g of-5-aminoindane. At the end of the exothermic reaction, the solution is heated at 100° C. for one hour. The solution is then poured into 500 g of ice; a precipitate is observed to form, which is collected by filtration and taken up in 400 ml of ethyl acetate. The solution is washed with 2×250 ml of water, 2×200 ml of a 20% sodium hydrogen carbonate solution, dried over Na2SO4 and concentr... RXN SMILES: [C:1]([N:8]([CH3:28])[CH:9]1[CH2:14][CH2:13][CH:12]([NH:15][CH2:16][C:17]2[CH:18]=[C:19](B(O)O)[CH:20]=[CH:21][C:22]=2[O:23][CH3:24])[CH2:11][CH2:10]1)([O:3][C:4]([CH3:7])([CH3:6])[CH3:5])=[O:2].Br[C:30]1[CH:35]=[CH:34][C:33]([C:36](=[O:41])[C:37]([F:40])([F:39])[F:38])=[CH:32][CH:31]=1>>[CH3:24][O:23][C:22]1[CH:21]=[CH:20][C:19]([C:30]2[CH:35]=[CH:34][C:33]([C:36](=[O:41])[C:37]([F:39])([F:40])[F:38])=[CH:32][CH:31]=2)=[CH:18][C:17]=1[CH2:16][NH:15][CH:12]1[CH2:13][CH2:14][CH:9]([N:8]([CH3:28])[C:1](=[O:2])[O:3][C:4]([CH3:7])([CH3:6])[CH3:5])[CH2:10][CH2:11]1. Product: COC1=C(C=C(C=C1)C1=CC=C(C=C1)C(C(F)(F)F)=O)CNC1CCC(CC1)N(C(OC(C)(C)C)=O)C (tert-Butyl (4-{[4-methoxy-4′-(2,2,2-trifluoro-acetyl)-biphenyl-3-ylmethyl]-amino}-cyclohexyl)-methyl-carbamate). Reported procedure: Boronic acid 4 (620 mg, 1.60 mmol) is coupled to 4′-bromo-2,2,2-trifluoroacetophenone (400 mg, 1.60 mmol) using Method B to give the title compound. Reactants: C(=O)(OC(C)(C)C)N(C1CCC(CC1)NCC=1C=C(C=CC1OC)B(O)O)C (3-{[4-(BOC-methyl-amino)-cyclohexylamino]-methyl}-4-methoxy-benzene boronic acid), BrC1=CC=C(C=C1)C(C(F)(F)F)=O (4′-bromo-2,2,2-trifluoroacetophenone).